Task: describe an organic reaction: reactants, conditions, products, and yield. Dataset: the Open Reaction Database (ORD), a public repository of structured organic reaction records Reactants: C(C)(C)(C)OC(=O)C1(CCC1)C#N (1-cyano-cyclobutanecarboxylic acid tert-butyl ester). Reagents/catalysts: [Ni] (Ni). The solvent is CO (MeOH). Reaction conditions: time 8 hour. The product is C(C)(C)(C)OC(=O)C1(CCC1)CN (1-Aminomethyl-cyclobutanecarboxylic acid tert-butyl ester). RXN SMILES: [C:1]([O:5][C:6]([C:8]1([C:12]#[N:13])[CH2:11][CH2:10][CH2:9]1)=[O:7])([CH3:4])([CH3:3])[CH3:2]>CO.[Ni]>[C:1]([O:5][C:6]([C:8]1([CH2:12][NH2:13])[CH2:9][CH2:10][CH2:11]1)=[O:7])([CH3:4])([CH3:3])[CH3:2]. Procedure: A suspension of Raney Ni (0.6 g, 13.19 mmol) in MeOH (30 ml) in a hydrogenation steel pressure vessel was treated with 1-cyano-cyclobutanecarboxylic acid tert-butyl ester (2.39 g, 13.19 mmol). The reaction mixture was placed under an atmosphere of hydrogen (3 bar) overnight. The mixture was filtered and concentrated in vacuo. The residue was dissolved in MeOH and passed through a 20 g Isolute® SCX-2 cartridge. The cartridge was washed with MeOH followed by product 7M ammonia in MeOH. The ammonia... Reactants: C(C)O (ethanol), [H-].[Al+3].[Li+].[H-].[H-].[H-] (Lithium aluminum hydride), S(=O)(=O)([O-])[O-].[Na+].[Na+] (sodium sulfate), C(C)(=O)OCCCCSC=1C=C(C#N)C=CC1 (3-(4-acetoxy-butylsulfanyl)benzonitrile). Yield: 34.6%. Reaction SMILES: [H-].[Al+3].[Li+].[H-].[H-].[H-].C([O:10][CH2:11][CH2:12][CH2:13][CH2:14][S:15][C:16]1[CH:17]=[C:18]([CH:21]=[CH:22][CH:23]=1)[C:19]#[N:20])(=O)C.C(O)C.S([O-])([O-])(=O)=O.[Na+].[Na+]>O1CCCC1.C(OCC)C.O>[OH:10][CH2:11][CH2:12][CH2:13][CH2:14][S:15][C:16]1[CH:17]=[C:18]([CH:21]=[CH:22][CH:23]=1)[CH2:19][NH2:20] |f:0.1.2.3.4.5,8.9.10|. Procedure details: Lithium aluminum hydride (0.20 g) was suspended in tetrahydrofuran (15 mL). To the mixture was added 3-(4-acetoxy-butylsulfanyl)benzonitrile (0.75 g) under ice-cooling. The mixture was stirred at 60° C. for 2 hours, and the mixture was cooled under ice-cooling. To the reaction mixture were added dropwise ethanol and water successively, and then added diethyl ether. To the reaction mixture was added anhydrous sodium sulfate, and the insoluble material was removed by filtration. The filtrate was c... The product is OCCCCSC=1C=C(CN)C=CC1 (3-(4-Hydroxybutylsulfanyl)benzylamine). The solvent is O (water), O1CCCC1 (tetrahydrofuran), C(C)OCC (diethyl ether). Conditions: temperature 60 celsius, time 2 hour. Reactants: NC1=NC(=C(C(=N1)Cl)N)Cl (2,5-diamino-4,6-dichloropyrimidine), NC1CCOCC1 (4-aminotetrahydropyran), C([O-])(O)=O.[Na+] (sodium bicarbonate). The solvent is C(CCC)O (1-butanol). Conditions: time 3 day. Product: ClC1=C(C(=NC(=N1)N)NC1CCOCC1)N (6-chloro-N4-(tetrahydro-2H-pyran-4-yl)pyrimidine-2,4,5-triamine). Yield: 87.0%. Reaction SMILES: [NH2:1][C:2]1[N:7]=[C:6](Cl)[C:5]([NH2:9])=[C:4]([Cl:10])[N:3]=1.[NH2:11][CH:12]1[CH2:17][CH2:16][O:15][CH2:14][CH2:13]1.C(=O)(O)[O-].[Na+]>C(O)CCC>[Cl:10][C:4]1[N:3]=[C:2]([NH2:1])[N:7]=[C:6]([NH:11][CH:12]2[CH2:17][CH2:16][O:15][CH2:14][CH2:13]2)[C:5]=1[NH2:9] |f:2.3|. Procedure: 2,5-diamino-4,6-dichloropyrimidine (6 g, 33.5 mmol), 4-aminotetrahydropyran (3.39 g, 33.5 mmol, 1 equiv.), sodium bicarbonate (9.85 g, 117.2 mmol, 3.5 equiv.) and 1-butanol (120 mL) were heated together at 150° C. in a sealed tube. After 3 days, when the reaction appeared to be complete (by HPLC), the reaction mixture was cooled to room temperature and the solvent was removed in vacuo. The residue was purified by flash chromatography (silica gel, gradual elution with 95/5 methylene chloride/meth... The reactants are BrN1C(N(C(NC1=O)=O)Br)=O (Dibromoisocyanuric acid), C(C)OC=1C=C(C=CC1C(=O)OC)C1=CC=C(C=C1)F (methyl 3-ethoxy-4′-fluorobiphenyl-4-carboxylate), CN(C)C=O (DMF), resultant mixture. Run in O (Water). The product is BrC1=C(C=C(C(=C1)C(=O)OC)OCC)C1=CC=C(C=C1)F (Methyl 2-bromo-5-ethoxy-4′-fluorobiphenyl-4-carboxylate). Isolated yield 188.7%. RXN SMILES: [Br:1]N1C(=O)NC(=O)N(Br)C1=O.[CH2:12]([O:14][C:15]1[CH:16]=[C:17]([C:25]2[CH:30]=[CH:29][C:28]([F:31])=[CH:27][CH:26]=2)[CH:18]=[CH:19][C:20]=1[C:21]([O:23][CH3:24])=[O:22])[CH3:13].CN(C=O)C>O>[Br:1][C:18]1[CH:19]=[C:20]([C:21]([O:23][CH3:24])=[O:22])[C:15]([O:14][CH2:12][CH3:13])=[CH:16][C:17]=1[C:25]1[CH:26]=[CH:27][C:28]([F:31])=[CH:29][CH:30]=1. Reported procedure: Dibromoisocyanuric acid (3.28 g) was added to a mixture of methyl 3-ethoxy-4′-fluorobiphenyl-4-carboxylate (5.92 g) and DMF (40 mL), and the resultant mixture was stirred overnight at room temperature. Water was added to the reaction mixture at room temperature, followed by extraction with ethyl acetate. The obtained organic layer was washed with saturated saline and dried over anhydrous magnesium sulfate, and then, the solvent was distilled off under reduced pressure. The obtained residue was p...